This data is from the Open Reaction Database (ORD), a public repository of structured organic reaction records. The task is: describe an organic reaction: reactants, conditions, products, and yield Reactants: O=CC(=O)OCc1ccccc1, O=C1NC2SC(COc3ccccc3)=NC12, c1ccccc1. Product: O=C(OCc1ccccc1)C(O)N1C(=O)C2N=C(COc3ccccc3)SC21. RXN SMILES: [C:17]([CH:18]=[O:19])(=[O:20])[O:21][CH2:22][c:23]1[cH:24][cH:25][cH:26][cH:27][cH:28]1.[O:1]([c:2]1[cH:3][cH:4][cH:5][cH:6][cH:7]1)[CH2:8][C:9]1=[N:15][CH:14]2[CH:11]([S:10]1)[NH:12][C:13]2=[O:16].[cH:29]1[cH:30][cH:31][cH:32][cH:33][cH:34]1>>[O:1]([c:2]1[cH:3][cH:4][cH:5][cH:6][cH:7]1)[CH2:8][C:9]1=[N:15][CH:14]2[CH:11]([S:10]1)[N:12]([CH:18]([C:17](=[O:20])[O:21][CH2:22][c:23]1[cH:24][cH:25][cH:26][cH:27][cH:28]1)[OH:19])[C:13]2=[O:16]. Procedure details: 3-Methoxyphenyl isocyanate and methyl (2-(3-aminomethyl-5-methyl[1,2,4]triazol-4-yl)-3-(2-chlorobenzoyl)thiophen-5-yl)acetate are reacted to give methyl (3-(2-chlorobenzoyl)-2-(3-(3-(3-methoxyphenyl)ureidomethyl)-5-methyl[1,2,4]triazol-4-yl)thiophen-5-yl)acetate. Reactants: COC=1C=C(C=CC1)N=C=O (3-Methoxyphenyl isocyanate), NCC1=NN=C(N1C=1SC(=CC1C(C1=C(C=CC=C1)Cl)=O)CC(=O)OC)C (methyl (2-(3-aminomethyl-5-methyl[1,2,4]triazol-4-yl)-3-(2-chlorobenzoyl)thiophen-5-yl)acetate). As a reaction SMILES: [CH3:1][O:2][C:3]1[CH:4]=[C:5]([N:9]=[C:10]=[O:11])[CH:6]=[CH:7][CH:8]=1.[NH2:12][CH2:13][C:14]1[N:18]([C:19]2[S:20][C:21]([CH2:33][C:34]([O:36][CH3:37])=[O:35])=[CH:22][C:23]=2[C:24](=[O:32])[C:25]2[CH:30]=[CH:29][CH:28]=[CH:27][C:26]=2[Cl:31])[C:17]([CH3:38])=[N:16][N:15]=1>>[Cl:31][C:26]1[CH:27]=[CH:28][CH:29]=[CH:30][C:25]=1[C:24]([C:23]1[CH:22]=[C:21]([CH2:33][C:34]([O:36][CH3:37])=[O:35])[S:20][C:19]=1[N:18]1[C:17]([CH3:38])=[N:16][N:15]=[C:14]1[CH2:13][NH:12][C:10]([NH:9][C:5]1[CH:6]=[CH:7][CH:8]=[C:3]([O:2][CH3:1])[CH:4]=1)=[O:11])=[O:32]. The product is ClC1=C(C(=O)C2=C(SC(=C2)CC(=O)OC)N2C(=NN=C2C)CNC(=O)NC2=CC(=CC=C2)OC)C=CC=C1 (methyl (3-(2-chlorobenzoyl)-2-(3-(3-(3-methoxyphenyl)ureidomethyl)-5-methyl[1,2,4]triazol-4-yl)thiophen-5-yl)acetate). Reaction SMILES: [CH2:1]([c:2]1[cH:3][cH:4][cH:5][cH:6][cH:7]1)[O:8][c:9]1[cH:10][cH:11][c:12]([C:15]2=[C:16]([c:21]3[cH:22][cH:23][c:24]([O:27][CH3:28])[cH:25][cH:26]3)[C:17](=[O:20])[O:18][CH2:19]2)[cH:13][cH:14]1.[CH3:29][OH:30].[OH-:31].[OH-:32].[Pd+2:33]>>[OH:8][c:9]1[cH:10][cH:11][c:12]([C:15]2=[C:16]([c:21]3[cH:22][cH:23][c:24]([O:27][CH3:28])[cH:25][cH:26]3)[C:17](=[O:20])[O:18][CH2:19]2)[cH:13][cH:14]1. The product is COc1ccc(C2=C(c3ccc(O)cc3)COC2=O)cc1. Reactants: COc1ccc(C2=C(c3ccc(OCc4ccccc4)cc3)COC2=O)cc1, CO, [OH-], [OH-], [Pd+2]. The reactants are C1CCOC1, CCOC(=O)N=NC(=O)OCC, CC(C)(C)OC(=O)N1CCC(O)CC1, Oc1c(Cl)cccc1Cl, c1ccc(P(c2ccccc2)c2ccccc2)cc1. Yields the product CC(C)(C)OC(=O)N1CCC(Oc2c(Cl)cccc2Cl)CC1. Reaction SMILES: [CH2:55]1[O:56][CH2:57][CH2:58][CH2:59]1.[O:34]=[C:35]([O:36][CH2:37][CH3:38])[N:39]=[N:40][C:41]([O:42][CH2:43][CH3:44])=[O:45].[OH:1][CH:2]1[CH2:3][CH2:4][N:5]([C:8](=[O:9])[O:10][C:11]([CH3:12])([CH3:13])[CH3:14])[CH2:6][CH2:7]1.[OH:46][c:47]1[c:48]([Cl:49])[cH:50][cH:51][cH:52][c:53]1[Cl:54].[c:15]1([P:16]([c:17]2[cH:18][cH:19][cH:20][cH:21][cH:22]2)[c:23]2[cH:24][cH:25][cH:26][cH:27][cH:28]2)[cH:29][cH:30][cH:31][cH:32][cH:33]1>>[O:1]([CH:2]1[CH2:3][CH2:4][N:5]([C:8](=[O:9])[O:10][C:11]([CH3:12])([CH3:13])[CH3:14])[CH2:6][CH2:7]1)[c:47]1[c:48]([Cl:49])[cH:50][cH:51][cH:52][c:53]1[Cl:54]. Reactants: FC1=CC=C(OC(C(=O)O)(C)C)C=C1 (2-(4-fluorophenoxy)-2-methylpropionic acid), [Si](C)(C)(C(C)(C)C)O[C@@H]1C=C2C=C[C@@H]([C@@H]([C@H]2[C@H](C1)O)CC[C@@H]1C[C@H](CC(O1)=O)O[Si](C)(C)C(C)(C)C)C ((4R,6R)-6-{(1S,2S,6S,8S,8aR)-2-[1,2,6,7,8,8a-hexahydro-6-t-butyldimethylsilyloxy-8-hydroxy-2-methyl-1-naphthyl]ethyl}tetrahydro-4-t-butyldimethylsilyloxy-2H-pyran-2-one). Product: [Si](C)(C)(C(C)(C)C)O[C@@H]1C=C2C=C[C@@H]([C@@H]([C@H]2[C@H](C1)OC(C(C)(C)OC1=CC=C(C=C1)F)=O)CC[C@@H]1C[C@H](CC(O1)=O)O[Si](C)(C)C(C)(C)C)C ((4R,6R)-6-([1S,2S,6S,8S,8aR]-2-{1,2,6,7,8,8a-Hexahydro-6-t-butyldimethylsilyloxy-8-[2-(4-fluorophenoxy)-2-methylpropionyloxy]-2-methyl-1-naphthyl}ethyl)tetrahydro-4-t-butyldimethylsilyloxy-2H-pyran-2-one). Yield: 1959.2%. Reaction SMILES: [F:1][C:2]1[CH:14]=[CH:13][C:5]([O:6][C:7]([CH3:12])([CH3:11])[C:8]([OH:10])=[O:9])=[CH:4][CH:3]=1.[Si:15]([O:22][C@H:23]1[CH2:32][C@H:31](O)[C@H:30]2[C:25]([CH:26]=[CH:27][C@H:28]([CH3:51])[C@@H:29]2[CH2:34][CH2:35][C@H:36]2[O:41][C:40](=[O:42])[CH2:39][C@H:38]([O:43][Si:44]([C:47]([CH3:50])([CH3:49])[CH3:48])([CH3:46])[CH3:45])[CH2:37]2)=[CH:24]1)([C:18]([CH3:21])([CH3:20])[CH3:19])([CH3:17])[CH3:16]>>[Si:15]([O:22][C@H:23]1[CH2:32][C@H:31]([O:9][C:8](=[O:10])[C:7]([O:6][C:5]2[CH:4]=[CH:3][C:2]([F:1])=[CH:14][CH:13]=2)([CH3:12])[CH3:11])[C@H:30]2[C:25]([CH:26]=[CH:27][C@H:28]([CH3:51])[C@@H:29]2[CH2:34][CH2:35][C@H:36]2[O:41][C:40](=[O:42])[CH2:39][C@H:38]([O:43][Si:44]([C:47]([CH3:50])([CH3:49])[CH3:48])([CH3:45])[CH3:46])[CH2:37]2)=[CH:24]1)([C:18]([CH3:19])([CH3:20])[CH3:21])([CH3:17])[CH3:16]. Procedure: A procedure similar to that described in Example 1, above, was followed, but using 719 mg of 2-(4-fluorophenoxy)-2-methylpropionic acid and 1.0 g of (4R,6R)-6-{(1S,2S,6S,8S,8aR)-2-[1,2,6,7,8,8a-hexahydro-6-t-butyldimethylsilyloxy-8-hydroxy-2-methyl-1-naphthyl]ethyl}tetrahydro-4-t-butyldimethylsilyloxy-2H-pyran-2-one [prepared as described in Example B, above], to give1.26 g of the title compound as a colorless foam. Starting materials: ClC=1C(NN=CC1CC1=C(C=CC=C1)C(F)(F)F)=O (4-chloro-5-(2-trifluoromethyl-benzyl)-2H-pyridazin-3-one), [OH-].[Na+] (sodium hydroxide), [H][H] (hydrogen). The reagents and catalysts are [Pd] (palladium on carbon). Solvent: C(C)O (ethanol). Conditions: time 20 hour. Yields the product FC(C1=C(CC2=CC(NN=C2)=O)C=CC=C1)(F)F (5-(2-trifluoromethyl-benzyl)-2H-pyridazin-3-one). Yield: 79.7%. RXN SMILES: Cl[C:2]1[C:3](=[O:19])[NH:4][N:5]=[CH:6][C:7]=1[CH2:8][C:9]1[CH:14]=[CH:13][CH:12]=[CH:11][C:10]=1[C:15]([F:18])([F:17])[F:16].[OH-].[Na+].[H][H]>[Pd].C(O)C>[F:18][C:15]([F:16])([F:17])[C:10]1[CH:11]=[CH:12][CH:13]=[CH:14][C:9]=1[CH2:8][C:7]1[CH:6]=[N:5][NH:4][C:3](=[O:19])[CH:2]=1 |f:1.2|. Reported procedure: A pressure vial containing a mixture of 4-chloro-5-(2-trifluoromethyl-benzyl)-2H-pyridazin-3-one (328.1 mg, 1.1 mmol), ethanol (12.1 mL), and a 2N aqueous sodium hydroxide solution (0.61 mL) was treated with 10% palladium on carbon (121 mg). The reaction was then pressurized with hydrogen (50 psi), where it shook for 20 h. The resulting reaction mixture was removed from the hydrogenator and then filtered through a pad of diatomaceous earth, washing with ethanol. The filtrate was concentrated in ... Reactants: CCOC(=O)C (AcOEt), CC1=NC(=NC=C1C(=O)OCC1=CC=CC=C1)S(=O)C (benzyl 4-methyl-2-(methylsulfinyl)-5-pyrimidinecarboxylate), C(C1=CC=CC=C1)N1CC(CC1)N (1-benzyl-3-aminopyrrolidine), C(C)(C)N(C(C)C)CC (N,N-diisopropylethylamine). Run in O (H2O), O1CCOCC1 (dioxane). Yields the product C(C1=CC=CC=C1)N1CC(CC1)NC1=NC=C(C(=N1)C)C(=O)OCC1=CC=CC=C1 (benzyl 2-[(1-benzyl-3-pyrrolidinyl)amino]-4-methyl-5-pyrimidinecarboxylate). The yield is 86.0%. Reaction SMILES: [CH3:1][C:2]1[C:7]([C:8]([O:10][CH2:11][C:12]2[CH:17]=[CH:16][CH:15]=[CH:14][CH:13]=2)=[O:9])=[CH:6][N:5]=[C:4](S(C)=O)[N:3]=1.[CH2:21]([N:28]1[CH2:32][CH2:31][CH:30]([NH2:33])[CH2:29]1)[C:22]1[CH:27]=[CH:26][CH:25]=[CH:24][CH:23]=1.C(N(CC)C(C)C)(C)C.CCOC(C)=O>O1CCOCC1.O>[CH2:21]([N:28]1[CH2:32][CH2:31][CH:30]([NH:33][C:4]2[N:3]=[C:2]([CH3:1])[C:7]([C:8]([O:10][CH2:11][C:12]3[CH:17]=[CH:16][CH:15]=[CH:14][CH:13]=3)=[O:9])=[CH:6][N:5]=2)[CH2:29]1)[C:22]1[CH:23]=[CH:24][CH:25]=[CH:26][CH:27]=1. Procedure details: A solution of benzyl 4-methyl-2-(methylsulfinyl)-5-pyrimidinecarboxylate (3.27 g), 1-benzyl-3-aminopyrrolidine (2.98 g) and N,N-diisopropylethylamine (1.75 g) in dioxane (15 ml) was stirred at 130° C. for 11 hours under atmospheric pressure of nitrogen. The reaction mixture was poured into a mixture of AcOEt and H2O and the organic layer was washed with brine and dried over MgSO4. The solvent was evaporated in vacuo and the residue was chromatographed on alumina eluting with AcOEt-n-hexane (5:5)... Reactants: O=C([O-])[O-], N#Cc1cc(C(=O)O)ccc1F, CS(C)=O, CCOC(C)=O, CC(C)COc1ncc(O)cc1Cl, [K+], [K+]. The product is CC(C)COc1ncc(Oc2ccc(C(=O)O)cc2C#N)cc1Cl. RXN SMILES: [C:14](=[O:15])([O-:16])[O-:17].[C:20](#[N:21])[c:22]1[cH:23][c:24]([C:25](=[O:26])[OH:27])[cH:28][cH:29][c:30]1[F:31].[CH3:32][S:33]([CH3:34])=[O:35].[CH3:36][CH2:37][O:38][C:39]([CH3:40])=[O:41].[Cl:1][c:2]1[cH:3][c:4]([OH:13])[cH:5][n:6][c:7]1[O:8][CH2:9][CH:10]([CH3:11])[CH3:12].[K+:18].[K+:19]>>[Cl:1][c:2]1[cH:3][c:4]([O:13][c:30]2[c:22]([C:20]#[N:21])[cH:23][c:24]([C:25](=[O:26])[OH:27])[cH:28][cH:29]2)[cH:5][n:6][c:7]1[O:8][CH2:9][CH:10]([CH3:11])[CH3:12]. Reactants: COC(=O)C(N)Cc1ccc(Cl)c(I)c1, Cl, O=C(O)c1ccc(I)cc1NS(=O)(=O)c1cccc2nccnc12. Product: COC(=O)C(Cc1ccc(Cl)c(I)c1)NC(=O)c1ccc(I)cc1NS(=O)(=O)c1cccc2nccnc12. RXN SMILES: [CH3:26][O:27][C:28]([CH:29]([CH2:30][c:31]1[cH:32][c:33]([I:38])[c:34]([Cl:37])[cH:35][cH:36]1)[NH2:39])=[O:40].[ClH:25].[I:1][c:2]1[cH:3][c:4]([NH:11][S:12](=[O:13])(=[O:14])[c:15]2[c:16]3[n:17][cH:18][cH:19][n:20][c:21]3[cH:22][cH:23][cH:24]2)[c:5]([C:6](=[O:7])[OH:8])[cH:9][cH:10]1>>[I:1][c:2]1[cH:3][c:4]([NH:11][S:12](=[O:13])(=[O:14])[c:15]2[c:16]3[n:17][cH:18][cH:19][n:20][c:21]3[cH:22][cH:23][cH:24]2)[c:5]([C:6](=[O:7])[NH:39][CH:29]([C:28]([O:27][CH3:26])=[O:40])[CH2:30][c:31]2[cH:32][c:33]([I:38])[c:34]([Cl:37])[cH:35][cH:36]2)[cH:9][cH:10]1.